This data is from the Open Reaction Database (ORD), a public repository of structured organic reaction records. The task is: describe an organic reaction: reactants, conditions, products, and yield Reactants: CC(C)(C)OC(=O)N1CCNCC1CO, CCSC1=NC(=O)C(=Cc2ccc3c(cnn3Cc3ccc(O)cc3C(F)(F)F)c2)S1. Yields the product CC(C)(C)OC(=O)N1CCN(C2=NC(=O)C(=Cc3ccc4c(cnn4Cc4ccc(O)cc4C(F)(F)F)c3)S2)CC1CO. Reaction SMILES: [C:32]([CH3:33])([CH3:34])([CH3:35])[O:36][C:37](=[O:38])[N:39]1[CH:40]([CH2:45][OH:46])[CH2:41][NH:42][CH2:43][CH2:44]1.[CH2:1]([S:2][C:4]1=[N:8][C:7](=[O:9])[C:6](=[CH:10][c:11]2[cH:12][c:13]3[cH:14][n:15][n:16]([CH2:20][c:21]4[c:22]([C:28]([F:29])([F:30])[F:31])[cH:23][c:24]([OH:27])[cH:25][cH:26]4)[c:17]3[cH:18][cH:19]2)[S:5]1)[CH3:3]>>[C:4]1([N:42]2[CH2:41][CH:40]([CH2:45][OH:46])[N:39]([C:37]([O:36][C:32]([CH3:33])([CH3:34])[CH3:35])=[O:38])[CH2:44][CH2:43]2)=[N:8][C:7](=[O:9])[C:6](=[CH:10][c:11]2[cH:12][c:13]3[cH:14][n:15][n:16]([CH2:20][c:21]4[c:22]([C:28]([F:29])([F:30])[F:31])[cH:23][c:24]([OH:27])[cH:25][cH:26]4)[c:17]3[cH:18][cH:19]2)[S:5]1. Starting materials: ClC=1C=C(C=CC1Cl)C(S)(C)C (3,4-dichloro-α,α-dimethyl-α-toluenethiol), ClC=1C=C(C(C)(C)O)C=CC1Cl (3,4-dichloro-α,α-dimethylbenzyl alcohol), P(OC)(OC)(=S)[S-].[K+] (potassium O,O-dimethyl phosphorodithioate). Yields the product P(OC)(OC)(=S)SCSC(C1=CC(=C(C=C1)Cl)Cl)(C)C (S-(3,4-Dichloro-α,α-dimethylbenzylthio)methyl O,O-Dimethyl Phosphorodithioate). RXN SMILES: [Cl:1][C:2]1[CH:3]=[C:4]([C:9]([CH3:12])([CH3:11])[SH:10])[CH:5]=[CH:6][C:7]=1[Cl:8].Cl[C:14]1C=C(C=CC=1Cl)C(O)(C)C.[P:25]([S-:31])(=[S:30])([O:28][CH3:29])[O:26][CH3:27].[K+]>>[P:25]([S:31][CH2:14][S:10][C:9]([CH3:12])([CH3:11])[C:4]1[CH:5]=[CH:6][C:7]([Cl:8])=[C:2]([Cl:1])[CH:3]=1)(=[S:30])([O:28][CH3:29])[O:26][CH3:27] |f:2.3|. Procedure: Using 3,4-dichloro-α,α-dimethyl-α-toluenethiol prepared from 3,4-dichloro-α,α-dimethylbenzyl alcohol by the procedure of Example 1, and using potassium O,O-dimethyl phosphorodithioate in place of potassium O,O-diethyl phosphorodithioate, the procedure of Example 6 gives the desired product as a colorless oil. Reactants: COC1=C(C#N)C=CC(=C1)CC=O (2-(Methyloxy)-4-(2-oxoethyl)benzonitrile), N1(CCNCC1)C(=O)OC(C)(C)C (tert-butyl piperazine-1-carboxylate), C(#N)[BH3-].[Na+] (SODIUM CYANOBOROHYDRIDE), CC(=O)O (AcOH). Solvent: CO (MeOH). Reaction conditions: time 10 minute. Product: C(#N)C1=C(C=C(C=C1)CCN1CCN(CC1)C(=O)OC(C)(C)C)OC (tert-butyl 4-[2-(4-cyano-3-methoxyphenyl)ethyl]piperazine-1-carboxylate). Reaction SMILES: [CH3:1][O:2][C:3]1[CH:10]=[C:9]([CH2:11][CH:12]=O)[CH:8]=[CH:7][C:4]=1[C:5]#[N:6].[N:14]1([C:20]([O:22][C:23]([CH3:26])([CH3:25])[CH3:24])=[O:21])[CH2:19][CH2:18][NH:17][CH2:16][CH2:15]1.C([BH3-])#N.[Na+].CC(O)=O>CO>[C:5]([C:4]1[CH:7]=[CH:8][C:9]([CH2:11][CH2:12][N:17]2[CH2:16][CH2:15][N:14]([C:20]([O:22][C:23]([CH3:26])([CH3:25])[CH3:24])=[O:21])[CH2:19][CH2:18]2)=[CH:10][C:3]=1[O:2][CH3:1])#[N:6] |f:2.3|. Procedure: 2-(Methyloxy)-4-(2-oxoethyl)benzonitrile (200 mg, 1.142 mmol), tert-butyl piperazine-1-carboxylate (532 mg, 2.85 mmol), and SODIUM CYANOBOROHYDRIDE (717 mg, 11.4 mmol) were combined in a 50 mL Flask and dissolved in MeOH. The resulting mixture was then stirred for 10 minutes followed by addition of few drops of AcOH. The mixture was stirred for overnight. The reaction mixture was concentrated to dryness, re-dissolved in EtOAc and washed with saturated NaHCO3 solution, brine, and the organic laye...